Dataset: the Open Reaction Database (ORD), a public repository of structured organic reaction records. Task: describe an organic reaction: reactants, conditions, products, and yield The reactants are C(C)(C)(C)OC(C1=CC(=CC(=C1)C1=CSC=C1C)OCCCCCCC1=C(C(=CC=C1)OCCCC(=O)OCC)CCC(=O)OCC)=O (3-{6-[2-(2-ethoxycarbonyl-ethyl)-3-(3-ethoxycarbonyl-propoxy)-phenyl]-hexyloxy}-5-(4-methyl-thiophen-3-yl)-benzoic acid tert-butyl ester), C(C)(C)(C)OC(C1=CC(=CC(=C1)OCCCCCCC1=C(C(=CC=C1)OCCCC(=O)OCC)CCC(=O)OCC)Br)=O (3-bromo-5-{6-[2-(2-ethoxycarbonyl-ethyl)-3-(3-ethoxycarbonyl-propoxy)-phenyl]-hexyloxy}-benzoic acid tert-butyl ester), O1CCOC2=C1C=CC(=C2)B(O)O (1,4-benzodioxane-6-boronic acid). The product is C(C)(C)(C)OC(C1=CC(=CC(=C1)OCCCCCCC1=C(C(=CC=C1)OCCCC(=O)OCC)CCC(=O)OCC)C1=CC2=C(OCCO2)C=C1)=O (3-(2,3-Dihydro-benzo[1,4]dioxin-6-yl)-5-{6-[2-(2-ethoxycarbonyl-ethyl)-3-(3-ethoxycarbonyl-propoxy)-phenyl]-hexyloxy}-benzoic acid tert-butyl ester). RXN SMILES: [C:1]([O:5][C:6](=[O:48])[C:7]1[CH:12]=[C:11]([C:13]2[C:17](C)=[CH:16]S[CH:14]=2)[CH:10]=[C:9]([O:19][CH2:20][CH2:21][CH2:22][CH2:23][CH2:24][CH2:25][C:26]2[CH:31]=[CH:30][CH:29]=[C:28]([O:32][CH2:33][CH2:34][CH2:35][C:36]([O:38][CH2:39][CH3:40])=[O:37])[C:27]=2[CH2:41][CH2:42][C:43]([O:45][CH2:46][CH3:47])=[O:44])[CH:8]=1)([CH3:4])([CH3:3])[CH3:2].C(OC(=O)C1C=C(OCCCCCCC2C=CC=C(OCCCC(OCC)=O)C=2CCC(OCC)=O)C=C(Br)C=1)(C)(C)C.[O:92]1[C:97]2C=CC(B(O)O)=C[C:96]=2[O:95][CH2:94][CH2:93]1>>[C:1]([O:5][C:6](=[O:48])[C:7]1[CH:8]=[C:9]([O:19][CH2:20][CH2:21][CH2:22][CH2:23][CH2:24][CH2:25][C:26]2[CH:31]=[CH:30][CH:29]=[C:28]([O:32][CH2:33][CH2:34][CH2:35][C:36]([O:38][CH2:39][CH3:40])=[O:37])[C:27]=2[CH2:41][CH2:42][C:43]([O:45][CH2:46][CH3:47])=[O:44])[CH:10]=[C:11]([C:13]2[CH:14]=[CH:94][C:93]3[O:92][CH2:97][CH2:96][O:95][C:16]=3[CH:17]=2)[CH:12]=1)([CH3:4])([CH3:2])[CH3:3]. Procedure details: The title compound was prepared by the same method as 3-{6-[2-(2-ethoxycarbonyl-ethyl)-3-(3-ethoxycarbonyl-propoxy)-phenyl]-hexyloxy}-5-(4-methyl-thiophen-3-yl)-benzoic acid tert-butyl ester starting from 3-bromo-5-{6-[2-(2-ethoxycarbonyl-ethyl)-3-(3-ethoxycarbonyl-propoxy)-phenyl]-hexyloxy}-benzoic acid tert-butyl ester and 1,4-benzodioxane-6-boronic acid. Reactants: CC(=O)C1=CCC2C3CCC4CC=CCC4(C)C3C(=O)CC12C, ClC(Cl)Cl, O=C(OO)c1cccc(Cl)c1. The product is CC(=O)C1=CCC2C3CCC4CC5OC5CC4(C)C3C(=O)CC12C. RXN SMILES: [CH3:1][C:2]([C:3]1=[CH:4][CH2:5][CH:6]2[CH:7]3[CH2:8][CH2:9][CH:10]4[CH2:11][CH:12]=[CH:13][CH2:14][C:15]4([CH3:16])[CH:17]3[C:18](=[O:22])[CH2:19][C:20]12[CH3:21])=[O:23].[CH:35]([Cl:36])([Cl:37])[Cl:38].[Cl:24][c:25]1[cH:26][c:27]([C:32](=[O:29])[O:33][OH:34])[cH:28][cH:30][cH:31]1>>[CH3:1][C:2]([C:3]1=[CH:4][CH2:5][CH:6]2[CH:7]3[CH2:8][CH2:9][CH:10]4[CH2:11][CH:12]5[CH:13]([CH2:14][C:15]4([CH3:16])[CH:17]3[C:18](=[O:22])[CH2:19][C:20]12[CH3:21])[O:29]5)=[O:23]. Reactants: C(C)S(=O)(=O)NCC1=C(C=C(C=C1)C(C(=O)OCC)C)F (ethyl 2-(4-(ethylsulfonamidomethyl)-3-fluorophenyl)propanoate), [OH-].[Na+] (sodium hydroxide). Run in O1CCCC1 (tetrahydrofuran), O (water). Conditions: time 8 hour. The product is C(C)S(=O)(=O)NCC1=C(C=C(C=C1)C(C(=O)O)C)F (2-(4-(ethylsulfonamidomethyl)-3-fluorophenyl)propanoic acid). Yield: 100.6%. Reaction SMILES: [CH2:1]([S:3]([NH:6][CH2:7][C:8]1[CH:13]=[CH:12][C:11]([CH:14]([CH3:20])[C:15]([O:17]CC)=[O:16])=[CH:10][C:9]=1[F:21])(=[O:5])=[O:4])[CH3:2].[OH-].[Na+]>O1CCCC1.O>[CH2:1]([S:3]([NH:6][CH2:7][C:8]1[CH:13]=[CH:12][C:11]([CH:14]([CH3:20])[C:15]([OH:17])=[O:16])=[CH:10][C:9]=1[F:21])(=[O:5])=[O:4])[CH3:2] |f:1.2|. Procedure: To a solution of ethyl 2-(4-(ethylsulfonamidomethyl)-3-fluorophenyl)propanoate (60 mg, 0.189 mmol) in tetrahydrofuran and water co-solvent, sodium hydroxide (19 mg) was added at room temperature. The mixture was stirred for overnight and extracted with ethyl acetate, dried over magnesium sulfate, the solvent was evaporated in vacuo. It was purified by column chromatography to give 2-(4-(ethylsulfonamidomethyl)-3-fluorophenyl)propanoic acid (55 mg). Solvent: CN(C=O)C (dimethylformamide). The reactants are CC1(OC=2C(C(C=C(C2)C(CCCC2=CC=C(C=C2)F)C)(O)O)=C2CNCCC21)C (5,5-Dimethyl-8-(4-p-fluorophenyl-1-methylbutyl)-10-hydroxy-1,2,3,4-tetrahydro-5H[1]benzopyrano[4,3-c]pyridin-10-ol), ClCC=C(C)Cl (1,3-dichloro-2-butene). Reported procedure: 5,5-Dimethyl-8-(4-p-fluorophenyl-1-methylbutyl)-10-hydroxy-1,2,3,4-tetrahydro-5H[1]benzopyrano[4,3-c]pyridin-10-ol (1 mole) and 1,3-dichloro-2-butene (0.5 mole) were reacted in dimethylformamide as described in Example 7 to give the desired product. The product is CC1(OC=2C(C(C=C(C2)C(CCCC2=CC=C(C=C2)F)C)(O)O)=C2CN(CCC21)CC=CCl)C (5,5-Dimethyl-8-(4-p-Fluorophenyl-1-Methylbutyl)-10-Hydroxy-2-(3-Chloro-2-Propenyl)-1,2,3,4-Tetrahydro-5H[1]Benzopyrano[4,3-c]Pyridin-10-ol). Reaction SMILES: [CH3:1][C:2]1([CH3:30])[CH:29]2[C:24]([CH2:25][NH:26][CH2:27][CH2:28]2)=[C:5]2[C:6]([OH:23])([OH:22])[CH:7]=[C:8]([CH:10]([CH3:21])[CH2:11][CH2:12][CH2:13][C:14]3[CH:19]=[CH:18][C:17]([F:20])=[CH:16][CH:15]=3)[CH:9]=[C:4]2[O:3]1.[Cl:31][CH2:32][CH:33]=[C:34](Cl)C>CN(C)C=O>[CH3:30][C:2]1([CH3:1])[CH:29]2[C:24]([CH2:25][N:26]([CH2:34][CH:33]=[CH:32][Cl:31])[CH2:27][CH2:28]2)=[C:5]2[C:6]([OH:22])([OH:23])[CH:7]=[C:8]([CH:10]([CH3:21])[CH2:11][CH2:12][CH2:13][C:14]3[CH:19]=[CH:18][C:17]([F:20])=[CH:16][CH:15]=3)[CH:9]=[C:4]2[O:3]1. The reactants are CCCCN(CCC(=O)OC(C)(C)C)c1nc(Cl)ncc1N, CCO, CC(=O)O. The product is CCCCN1CCC(=O)Nc2cnc(Cl)nc21. RXN SMILES: [C:4]([CH3:6])([CH3:7])([O:8][C:9](=[O:5])[CH2:10][CH2:11][N:12]([CH2:13][CH2:14][CH2:15][CH3:16])[c:17]1[n:18][c:19]([Cl:24])[n:20][cH:21][c:22]1[NH2:23])[CH3:25].[CH3:1][CH2:2][OH:3].[CH3:26][C:27](=[O:28])[OH:29]>>[O:8]=[C:9]1[CH2:10][CH2:11][N:12]([CH2:13][CH2:14][CH2:15][CH3:16])[c:17]2[n:18][c:19]([Cl:24])[n:20][cH:21][c:22]2[NH:23]1. Reactants: C(C)OC1=C(N=C(S1)C)S(=O)(=O)N (5-ethoxy-2-methyl-4-thiazolesulfonamide), COC1=NC(=NC(=C1)OC)NC(OC)=O (methyl N-(4,6-dimethoxypyrimidin-2-yl)carbamate), solution, C[Al](C)C (trimethylaluminum). Yields the product C(C)OC1=C(N=C(S1)C)S(=O)(=O)NC(=O)NC1=NC(=CC(=N1)OC)OC (5-Ethoxy-N-[(4,6-dimethoxypyrimidin-2-yl)aminocarbonyl]-2-methyl-4-thiazolesulfonamide). Isolated yield 49.7%. As a reaction SMILES: [CH2:1]([O:3][C:4]1[S:8][C:7]([CH3:9])=[N:6][C:5]=1[S:10]([NH2:13])(=[O:12])=[O:11])[CH3:2].[CH3:14][O:15][C:16]1[CH:21]=[C:20]([O:22][CH3:23])[N:19]=[C:18]([NH:24][C:25](=O)[O:26]C)[N:17]=1.C[Al](C)C>>[CH2:1]([O:3][C:4]1[S:8][C:7]([CH3:9])=[N:6][C:5]=1[S:10]([NH:13][C:25]([NH:24][C:18]1[N:17]=[C:16]([O:15][CH3:14])[CH:21]=[C:20]([O:22][CH3:23])[N:19]=1)=[O:26])(=[O:11])=[O:12])[CH3:2]. Procedure: By employing the procedure described in Example 2, the reaction of 1.33 g of 5-ethoxy-2-methyl-4-thiazolesulfonamide with 1.4 g of methyl N-(4,6-dimethoxypyrimidin-2-yl)carbamate in the presence of 3.3 ml of a 2.0M solution of trimethylaluminum, there was obtained 1.2 g of the title compound, m.p. 140°-143°. IR: 1710 cm-1 (C=O). Reactants: Cl.C(CCC)N(C1CCN(CC1)CC1=CC=C(OC2=CC=C(C=C2)N(CC(=O)OC)S(=O)(=O)C)C=C1)C(=O)NC1=C(C=C(C=C1)F)F (methyl N-[4-(4-{[4-(butyl{[(2,4-difluorophenyl)amino]carbonyl}amino)piperidin-1-yl]methyl}phenoxy)phenyl]-N-(methylsulfonyl)glycinate hydrochloride), aqueous solution, [OH-].[Na+] (sodium hydroxide), Cl (hydrochloric acid). Solvent: CO (methanol). Conditions: time 2.5 hour. Product: Cl.C(CCC)N(C1CCN(CC1)CC1=CC=C(OC2=CC=C(C=C2)N(S(=O)(=O)C)CC(=O)O)C=C1)C(=O)NC1=C(C=C(C=C1)F)F ([[4-(4-{[4-(butyl{[(2,4-difluorophenyl)amino]carbonyl}amino)-1-piperidinyl]methyl}phenoxy)phenyl](methylsulfonyl)amino]acetic acid hydrochloride). Yield: 81.6%. RXN SMILES: [ClH:1].[CH2:2]([N:6]([C:37]([NH:39][C:40]1[CH:45]=[CH:44][C:43]([F:46])=[CH:42][C:41]=1[F:47])=[O:38])[CH:7]1[CH2:12][CH2:11][N:10]([CH2:13][C:14]2[CH:36]=[CH:35][C:17]([O:18][C:19]3[CH:24]=[CH:23][C:22]([N:25]([S:31]([CH3:34])(=[O:33])=[O:32])[CH2:26][C:27]([O:29]C)=[O:28])=[CH:21][CH:20]=3)=[CH:16][CH:15]=2)[CH2:9][CH2:8]1)[CH2:3][CH2:4][CH3:5].[OH-].[Na+].Cl>CO>[ClH:1].[CH2:2]([N:6]([C:37]([NH:39][C:40]1[CH:45]=[CH:44][C:43]([F:46])=[CH:42][C:41]=1[F:47])=[O:38])[CH:7]1[CH2:12][CH2:11][N:10]([CH2:13][C:14]2[CH:36]=[CH:35][C:17]([O:18][C:19]3[CH:20]=[CH:21][C:22]([N:25]([CH2:26][C:27]([OH:29])=[O:28])[S:31]([CH3:34])(=[O:33])=[O:32])=[CH:23][CH:24]=3)=[CH:16][CH:15]=2)[CH2:9][CH2:8]1)[CH2:3][CH2:4][CH3:5] |f:0.1,2.3,6.7|. Reported procedure: To a solution of the compound prepared in Example 3(106) (80 mg) in methanol (1 ml) was added 2N aqueous solution of sodium hydroxide (0.5 ml). The reaction mixture was stirred for 2.5 hours at room temperature. To the reaction mixture on ice bath was added 1N hydrochloric acid until the pH of the solution was below 5, then it was extracted with ethyl acetate. The extract was dried over anhydrous sodium sulfate, concentrated. The obtained residue was purified by column chromatography on silica g... Reactants: COCCCN, ClCCCl, O=Cc1ccc([N+](=O)[O-])cc1, O. Product: COCCCN(C)Cc1ccc([N+](=O)[O-])cc1. RXN SMILES: [CH3:12][O:13][CH2:14][CH2:15][CH2:16][NH2:17].[Cl:19][CH2:20][CH2:21][Cl:22].[N+:1](=[O:2])([O-:3])[c:4]1[cH:5][cH:6][c:7]([CH:8]=[O:9])[cH:10][cH:11]1.[OH2:18]>>[N+:1](=[O:2])([O-:3])[c:4]1[cH:5][cH:6][c:7]([CH2:8][N:17]([CH2:16][CH2:15][CH2:14][O:13][CH3:12])[CH3:20])[cH:10][cH:11]1.